Dataset: the Open Reaction Database (ORD), a public repository of structured organic reaction records. Task: describe an organic reaction: reactants, conditions, products, and yield Reactants: C1=C(C=CC=C1O)C (3-cresol), CC1=CC=CC=C1O (cresylic acid). Yields the product C(C)(C)(C)C=1C=CC(=CC1O)C (6-t-butyl-3-cresol). The yield is 95.0%. As a reaction SMILES: [CH:1]1[C:6]([OH:7])=[CH:5][CH:4]=[CH:3][C:2]=1[CH3:8].[CH3:9][C:10]1[C:15](O)=CC=C[CH:11]=1>>[C:10]([C:5]1[CH:4]=[CH:3][C:2]([CH3:8])=[CH:1][C:6]=1[OH:7])([CH3:15])([CH3:11])[CH3:9]. Procedure details: Run B of Example 1 is repeated except that 3-cresol is substituted for the cresylic acid mixture. The process results in a selectivity of better than 95 percent of 6-t-butyl-3-cresol.